From a dataset of the Open Reaction Database (ORD), a public repository of structured organic reaction records. describe an organic reaction: reactants, conditions, products, and yield The reactants are Cn1nnc(-c2ccc3scc(CBr)c3c2)n1, CS(C)=O, N#C[Na], O. Yields the product Cn1nnc(-c2ccc3scc(CC#N)c3c2)n1. RXN SMILES: [Br:1][CH2:2][c:3]1[c:4]2[c:5]([s:6][cH:7]1)[cH:8][cH:9][c:10](-[c:12]1[n:13][n:14][n:15]([CH3:17])[n:16]1)[cH:11]2.[CH3:22][S:23]([CH3:24])=[O:25].[Na:18][C:19]#[N:20].[OH2:21]>>[CH2:2]([c:3]1[c:4]2[c:5]([s:6][cH:7]1)[cH:8][cH:9][c:10](-[c:12]1[n:13][n:14][n:15]([CH3:17])[n:16]1)[cH:11]2)[C:19]#[N:20]. Reactants: O=C([O-])[O-], CCC(C)=O, CC1(C)Cc2cccc(O)c2O1, O=[N+]([O-])c1cc(Cl)c(Cl)c(Cl)c1, [K+], [K+]. The product is CC1(C)Cc2cccc(Oc3c(Cl)cc([N+](=O)[O-])cc3Cl)c2O1. Reaction SMILES: [C:25](=[O:26])([O-:27])[O-:28].[CH2:31]([C:32]([CH3:33])=[O:34])[CH3:35].[CH3:13][C:14]1([CH3:24])[O:15][c:16]2[c:17]([cH:19][cH:20][cH:21][c:22]2[OH:23])[CH2:18]1.[Cl:1][c:2]1[c:3]([Cl:12])[c:4]([Cl:11])[cH:5][c:6]([N+:8](=[O:9])[O-:10])[cH:7]1.[K+:29].[K+:30]>>[Cl:1][c:2]1[c:3]([O:23][c:22]2[c:16]3[c:17]([cH:19][cH:20][cH:21]2)[CH2:18][C:14]([CH3:13])([CH3:24])[O:15]3)[c:4]([Cl:11])[cH:5][c:6]([N+:8](=[O:9])[O-:10])[cH:7]1. The reactants are BrC(Br)(Br)Br (tetrabromomethane), C1(=CC=CC=C1)P(C1=CC=CC=C1)C1=CC=CC=C1 (triphenylphosphine), CCCCC (Pentane), C(=O)C=1C2=C(SC1)C(=CC=C2)C (3-formyl-7-methylbenzo[b]thiophene). The reagents and catalysts are [Zn] (Zn). Solvent: ClCCl (dichloromethane), ClCCl (dichloromethane), ClCCl (dichloromethane). Reaction conditions: time 8 hour. Product: BrC(=CC=1C2=C(SC1)C(=CC=C2)C)Br (3-(2,2-Dibromovinyl)-7-methylbenzo[b]thiophene). Reaction SMILES: C1(P(C2C=CC=CC=2)C2C=CC=CC=2)C=CC=CC=1.[Br:20][C:21]([Br:24])(Br)Br.[CH:25]([C:27]1[C:28]2[CH:35]=[CH:34][CH:33]=[C:32]([CH3:36])[C:29]=2[S:30][CH:31]=1)=O.CCCCC>ClCCl.[Zn]>[Br:20][C:21]([Br:24])=[CH:25][C:27]1[C:28]2[CH:35]=[CH:34][CH:33]=[C:32]([CH3:36])[C:29]=2[S:30][CH:31]=1. Procedure: 1.04 g of Zn dust and 4.17 g of triphenylphosphine are taken up in dichloromethane and 5.27 of tetrabromomethane dissolved in dichloromethane added dropwise under inert gas and with cooling. Following stirring for 24 hours at room temperature 1.4 g of 3-formyl-7-methylbenzo[b]thiophene dissolved in dichloromethane are added dropwise with ice-cooling and stirring continued overnight at room temperature. Pentane is added and the precipitated Ph3PO filtered off. Evaporation of the filtrate under va... Reactants: 3.78, C(#N)C1=CC=C(C=C1)N=C=O (4-cyanophenylisocyanat), C1(=C(C=CC=C1)N)N (o-phenylene diamine), BrC(C)C1=CC=C(C(=O)O)C=C1 (4-(1-bromoethyl)-benzoic acid), C([O-])([O-])=O.[K+].[K+] (potassium carbonate). Run in CN(C)C=O (DMF), C(C)OCC (diethyl ether). Product: C(=O)(O)C1=CC=C(C=C1)C(C)NC1=C(C=CC=C1)NC(NC1=CC=C(C#N)C=C1)=O (4-[3-(2-{1-[4-carboxyphenyl]-ethylamino}-phenyl)-ureido]-benzonitrile). RXN SMILES: [C:1]([C:3]1[CH:8]=[CH:7][C:6]([N:9]=[C:10]=[O:11])=[CH:5][CH:4]=1)#[N:2].[C:12]1([NH2:19])[CH:17]=[CH:16][CH:15]=[CH:14][C:13]=1[NH2:18].Br[CH:21]([C:23]1[CH:31]=[CH:30][C:26]([C:27]([OH:29])=[O:28])=[CH:25][CH:24]=1)[CH3:22].C(=O)([O-])[O-].[K+].[K+]>C(OCC)C.CN(C=O)C>[C:27]([C:26]1[CH:30]=[CH:31][C:23]([CH:21]([NH:18][C:13]2[CH:14]=[CH:15][CH:16]=[CH:17][C:12]=2[NH:19][C:10](=[O:11])[NH:9][C:6]2[CH:5]=[CH:4][C:3]([C:1]#[N:2])=[CH:8][CH:7]=2)[CH3:22])=[CH:24][CH:25]=1)([OH:29])=[O:28] |f:3.4.5|. Procedure: 12.8 g (88.8 mmol) 4-cyanophenylisocyanat were dissolved in 500 ml diethyl ether at rt. 9.6 g (88.8 mmol) o-phenylene diamine were added with stirring. After stirring overnight, the reaction mixture was filtrated and the solid washed with diethylether. The so prepared mono-urea derivative was sufficient pure for further reactions. 3.78 (15 mmol) were dissolved in 30 ml anhydrous dry DMF, 3.44 g (15 mmol) 4-(1-bromoethyl)-benzoic acid and 2 g potassium carbonate were added and stirred for 3 days ... Reactants: NC1=NC(=C(C(=N1)N)C1=C(C=CC(=C1)[N+](=O)[O-])Cl)C (2,4-Diamino-5-(2-chloro-5-nitrophenyl)-6-methylpyrimidine), N(=O)[O-].[Na+] (NaNO2), CS (methanethiol). Reagents/catalysts: [Cu] (copper). The product is NC1=NC(=C(C(=N1)N)C1=C(C=CC(=C1)SC)Cl)C (2,4-Diamino-5-(2-chloro-5-methylthiophenyl)-6-methylpyrimidine). Reaction SMILES: [NH2:1][C:2]1[N:7]=[C:6]([NH2:8])[C:5]([C:9]2[CH:14]=[C:13]([N+]([O-])=O)[CH:12]=[CH:11][C:10]=2[Cl:18])=[C:4]([CH3:19])[N:3]=1.N([O-])=O.[Na+].[CH3:24][SH:25]>[Cu]>[NH2:1][C:2]1[N:7]=[C:6]([NH2:8])[C:5]([C:9]2[CH:14]=[C:13]([S:25][CH3:24])[CH:12]=[CH:11][C:10]=2[Cl:18])=[C:4]([CH3:19])[N:3]=1 |f:1.2|. Procedure: This compound was prepared in a similar manner to the compound of Example 54 by reaction of the diazonium salt with methanethiol in the presence of copper powder, mp. 194°-198° C. The reactants are Cl/C/1=C(/C(=O)OC1=O)\Cl (Dichloromaleic anhydride), ClC=CCNCC=CCl (Bis-(3-chloroallyl)amine). Solvent: C(Cl)Cl (methylene chloride). Reaction conditions: time 3 hour. Yields the product ClC=CCN(C(\C(=C(/C(=O)O)\Cl)\Cl)=O)CC=CCl (N,N-bis-(3-chloroallyl) dichloromaleic monoamide). The yield is 99.1%. As a reaction SMILES: [Cl:1][C:2]1=[C:3]([Cl:9])[C:4]([O:6][C:7]1=[O:8])=[O:5].[Cl:10][CH:11]=[CH:12][CH2:13][NH:14][CH2:15][CH:16]=[CH:17][Cl:18]>C(Cl)Cl>[Cl:10][CH:11]=[CH:12][CH2:13][N:14]([CH2:15][CH:16]=[CH:17][Cl:18])[C:4](=[O:5])/[C:3](/[Cl:9])=[C:2](/[Cl:1])\[C:7]([OH:6])=[O:8]. Procedure details: Dichloromaleic anhydride (1.7 g, 0.01 mol) and 30 ml methylene chloride were stirred under a mild reflux. Bis-(3-chloroallyl)amine (1.7 g, 0.01 mol) was then added. The exothermic reaction yielded a clear solution. The solution was stirred at room temperature for 3 hours. The mixture was stripped, resulting in 3.3 g of the above-named product. The reactants are C1(CC1)C1=CN=C(C(=N1)C(=O)NC1=C(N(N=C1)C)C(=O)O)NC=1C=NC=NC1 (4-{[6-cyclopropyl-3-(pyrimidin-5-ylamino)-pyrazine-2-carbonyl]-amino}-2-methyl-2H-pyrazole-3-carboxylic acid), Cl.C(C)(C)(C)OC(=O)N1CC(CC1)N (tert-butyl-3-aminopyrrolidine-1-carboxylate hydrochloride). Yields the product C(C)(C)(C)OC(=O)N1CC(CC1)NC(=O)C=1N(N=CC1NC(=O)C1=NC(=CN=C1NC=1C=NC=NC1)C1CC1)C (3-[(4-{[6-Cyclopropyl-3-(pyrimidin-5-ylamino)-pyrazine-2-carbonyl]-amino}-2-methyl-2H-pyrazole-3-carbonyl)-amino]-pyrrolidine-1-carboxylic acid tert-butyl ester). RXN SMILES: [CH:1]1([C:4]2[N:9]=[C:8]([C:10]([NH:12][C:13]3[CH:17]=[N:16][N:15]([CH3:18])[C:14]=3[C:19]([OH:21])=O)=[O:11])[C:7]([NH:22][C:23]3[CH:24]=[N:25][CH:26]=[N:27][CH:28]=3)=[N:6][CH:5]=2)[CH2:3][CH2:2]1.Cl.[C:30]([O:34][C:35]([N:37]1[CH2:41][CH2:40][CH:39]([NH2:42])[CH2:38]1)=[O:36])([CH3:33])([CH3:32])[CH3:31]>>[C:30]([O:34][C:35]([N:37]1[CH2:41][CH2:40][CH:39]([NH:42][C:19]([C:14]2[N:15]([CH3:18])[N:16]=[CH:17][C:13]=2[NH:12][C:10]([C:8]2[C:7]([NH:22][C:23]3[CH:28]=[N:27][CH:26]=[N:25][CH:24]=3)=[N:6][CH:5]=[C:4]([CH:1]3[CH2:3][CH2:2]3)[N:9]=2)=[O:11])=[O:21])[CH2:38]1)=[O:36])([CH3:33])([CH3:31])[CH3:32] |f:1.2|. Reported procedure: The product was obtained starting from 4-{[6-cyclopropyl-3-(pyrimidin-5-ylamino)-pyrazine-2-carbonyl]-amino}-2-methyl-2H-pyrazole-3-carboxylic acid (30 mg, 79 μmol) and tert-butyl-3-aminopyrrolidine-1-carboxylate hydrochloride (23 mg, 103 μmol) according to the method described in example 64, step 6 after purification by preparative HPLC using an acetonitrile/water gradient as yellow solid (28 mg, 65%). Reactants: [H-].[Na+] (NaH), C1(=CC=CC=C1)C1C(CCC1)=O (2-phenylcyclopentanone), N[C@@H](CCSC)C(=O)O (Met). Run in COCCOC (DME). Conditions: time 1 hour. Yields the product CC1(C(CCC1)=O)C1=CC=CC=C1 (2-methyl-2-phenylcyclopentanone). Yield: 73.9%. RXN SMILES: [H-].[Na+].[C:3]1([CH:9]2[CH2:13][CH2:12][CH2:11][C:10]2=[O:14])[CH:8]=[CH:7][CH:6]=[CH:5][CH:4]=1.N[C@H:16](C(O)=O)CCSC>COCCOC>[CH3:16][C:9]1([C:3]2[CH:8]=[CH:7][CH:6]=[CH:5][CH:4]=2)[CH2:13][CH2:12][CH2:11][C:10]1=[O:14] |f:0.1|. Procedure: To a slurry of 60% NaH (125 mg, 3.12 mmol) in DME (3571 μL) at 0° C. was added 2-phenylcyclopentanone (500 mg, 3.12 mmol). After stirring for 1 h, Met (898 μL, 14.36 mmol) was added, and the solution heated to reflux for 2 h. The reaction was poured onto ice and extracted 3 times into Et20. The organic extracts were washed with brine, dried over MgSO4, filtered and concentrated in vacuo. Applied to Silica gel and eluted with an EtOAc/Hex gradient to afford 2-methyl-2-phenylcyclopentanone (401.7 ... The reactants are CN(C)S(=O)(=O)n1ncc2nc(-c3c(F)cccc3F)c3cc(C#N)ccc3c21, ClCCl, O=C(O)C(F)(F)F, N, O. Product: N#Cc1ccc2c(c1)c(-c1c(F)cccc1F)nc1cn[nH]c12. Reaction SMILES: [CH3:1][N:2]([CH3:3])[S:4](=[O:5])([n:6]1[n:7][cH:8][c:9]2[n:10][c:11](-[c:21]3[c:22]([F:28])[cH:23][cH:24][cH:25][c:26]3[F:27])[c:12]3[cH:13][c:14]([C:19]#[N:20])[cH:15][cH:16][c:17]3[c:18]12)=[O:29].[Cl:38][CH2:39][Cl:40].[F:30][C:31]([F:32])([F:33])[C:34]([OH:35])=[O:36].[NH3:37].[OH2:41]>>[nH:6]1[n:7][cH:8][c:9]2[n:10][c:11](-[c:21]3[c:22]([F:28])[cH:23][cH:24][cH:25][c:26]3[F:27])[c:12]3[cH:13][c:14]([C:19]#[N:20])[cH:15][cH:16][c:17]3[c:18]12. The reactants are CC(C)(C)c1cc2cc(Cl)ncc2n1CCO, CO, N. Product: CC(C)(C)c1cc2cc(N)ncc2n1CCO. As a reaction SMILES: [C:1]([CH3:2])([CH3:3])([CH3:4])[c:5]1[cH:6][c:7]2[c:8]([cH:9][n:10][c:11]([Cl:13])[cH:12]2)[n:14]1[CH2:15][CH2:16][OH:17].[CH3:19][OH:20].[NH3:18]>>[C:1]([CH3:2])([CH3:3])([CH3:4])[c:5]1[cH:6][c:7]2[c:8]([cH:9][n:10][c:11]([NH2:18])[cH:12]2)[n:14]1[CH2:15][CH2:16][OH:17].